Dataset: the Open Reaction Database (ORD), a public repository of structured organic reaction records. Task: describe an organic reaction: reactants, conditions, products, and yield Reactants: Brc1cncs1, O=C([O-])[O-], COC(=O)c1cc(Nc2nccc(C(F)(F)F)n2)cc(B2OC(C)(C)C(C)(C)O2)c1, CC(C)c1cc(C(C)C)c(-c2ccccc2P(C2CCCCC2)C2CCCCC2)c(C(C)C)c1, [Cs+], [Cs+], O=C(C=Cc1ccccc1)C=Cc1ccccc1, C1COCCO1, O=C(C=Cc1ccccc1)C=Cc1ccccc1, O=C(C=Cc1ccccc1)C=Cc1ccccc1, O, [Pd], [Pd]. The product is COC(=O)c1cc(Nc2nccc(C(F)(F)F)n2)cc(-c2cncs2)c1. As a reaction SMILES: [Br:71][c:72]1[cH:73][n:74][cH:75][s:76]1.[C:65](=[O:66])([O-:67])[O-:68].[CH3:1][C:2]1([CH3:3])[C:4]([CH3:5])([CH3:6])[O:7][B:8]([c:9]2[cH:10][c:11]([C:12](=[O:13])[O:14][CH3:15])[cH:16][c:17]([NH:19][c:20]3[n:21][cH:22][cH:23][c:24]([C:26]([F:27])([F:28])[F:29])[n:25]3)[cH:18]2)[O:30]1.[CH:31]1([P:32]([CH:33]2[CH2:34][CH2:35][CH2:36][CH2:37][CH2:38]2)[c:39]2[cH:40][cH:41][cH:42][cH:43][c:44]2-[c:45]2[c:46]([CH:47]([CH3:48])[CH3:49])[cH:50][c:51]([CH:52]([CH3:53])[CH3:54])[cH:55][c:56]2[CH:57]([CH3:58])[CH3:59])[CH2:60][CH2:61][CH2:62][CH2:63][CH2:64]1.[Cs+:69].[Cs+:70].[O:115]=[C:116]([CH:117]=[CH:118][c:119]1[cH:120][cH:121][cH:122][cH:123][cH:124]1)[CH:125]=[CH:126][c:127]1[cH:128][cH:129][cH:130][cH:131][cH:132]1.[O:134]1[CH2:135][CH2:136][O:137][CH2:138][CH2:139]1.[O:79]=[C:80]([CH:81]=[CH:82][c:83]1[cH:84][cH:85][cH:86][cH:87][cH:88]1)[CH:89]=[CH:90][c:91]1[cH:92][cH:93][cH:94][cH:95][cH:96]1.[O:97]=[C:98]([CH:99]=[CH:100][c:101]1[cH:102][cH:103][cH:104][cH:105][cH:106]1)[CH:107]=[CH:108][c:109]1[cH:110][cH:111][cH:112][cH:113][cH:114]1.[OH2:133].[Pd:77].[Pd:78]>>[c:9]1(-[c:72]2[cH:73][n:74][cH:75][s:76]2)[cH:10][c:11]([C:12](=[O:13])[O:14][CH3:15])[cH:16][c:17]([NH:19][c:20]2[n:21][cH:22][cH:23][c:24]([C:26]([F:27])([F:28])[F:29])[n:25]2)[cH:18]1. Reactants: CN(C)C=O, O=Cc1cc(Cl)ccc1O, O=[N+]([O-])c1ccccc1F, [H-], [Na+]. The product is O=Cc1cc(Cl)ccc1Oc1ccccc1[N+](=O)[O-]. RXN SMILES: [CH3:23][N:24]([CH3:25])[CH:26]=[O:27].[Cl:1][c:2]1[cH:3][cH:4][c:5]([OH:10])[c:6]([CH:7]=[O:8])[cH:9]1.[F:13][c:14]1[c:15]([N+:20](=[O:21])[O-:22])[cH:16][cH:17][cH:18][cH:19]1.[H-:11].[Na+:12]>>[Cl:1][c:2]1[cH:3][cH:4][c:5]([O:10][c:14]2[c:15]([N+:20](=[O:21])[O-:22])[cH:16][cH:17][cH:18][cH:19]2)[c:6]([CH:7]=[O:8])[cH:9]1. Reaction SMILES: [NH2:1][C@H:2]([C:10]([OH:12])=[O:11])[CH2:3][C:4]1[CH:9]=[CH:8][CH:7]=[CH:6][CH:5]=1.C(=O)([O-])[O-].[K+].[K+].[CH2:19](Cl)[C:20]1[CH:25]=[CH:24][CH:23]=[CH:22][CH:21]=1.[CH3:27][CH2:28][CH2:29][CH2:30][CH2:31][CH2:32][CH3:33]>O>[CH2:19]([O:11][C:10](=[O:12])[C@H:2]([CH2:3][C:4]1[CH:9]=[CH:8][CH:7]=[CH:6][CH:5]=1)[N:1]([CH2:3][C:4]1[CH:9]=[CH:8][CH:7]=[CH:6][CH:5]=1)[CH2:27][C:28]1[CH:33]=[CH:32][CH:31]=[CH:30][CH:29]=1)[C:20]1[CH:25]=[CH:24][CH:23]=[CH:22][CH:21]=1 |f:1.2.3|. Yields the product C(C1=CC=CC=C1)OC([C@@H](N(CC1=CC=CC=C1)CC1=CC=CC=C1)CC1=CC=CC=C1)=O (N,N-dibenzyl-L-phenylalanine benzyl ester). Conditions: temperature 95 celsius, time 19 hour. Solvent: O (water), O (water). Isolated yield 90.0%. Starting materials: CCCCCCC (n-heptane), N[C@@H](CC1=CC=CC=C1)C(=O)O ((L)-phenylalanine), C([O-])([O-])=O.[K+].[K+] (potassium carbonate), C(C1=CC=CC=C1)Cl (benzyl chloride). Procedure: Twenty-five grams (151.3 mmol) of (L)-phenylalanine and 66.67 g (482.4 mmol) of potassium carbonate were dissolved in 100 ml of water, and 57.51 g (454.3 mmol) of benzyl chloride were added thereto. The mixture was heat-stirred at 95° C. for 19 hours. After the reaction mixture was cooled to room temperature, 67 ml of n-heptane and 50 ml of water were added thereto. The organic layer was washed twice with 50 ml of a mixture of methanol and water at a volume ratio of 1:2 and was then dried over a... Starting materials: O=C(O)c1ccc2c(c1)OCO2, O=C(Cl)c1ccc2c(c1)OCO2, ClC(Cl)Cl, NCc1ccc(OCCN2CCCC2)cc1, O=S(Cl)Cl. The product is O=C(NCc1ccc(OCCN2CCCC2)cc1)c1ccc2c(c1)OCO2. Reaction SMILES: [C:29]([OH:30])(=[O:31])[c:32]1[cH:33][cH:34][c:35]2[c:39]([cH:40]1)[O:38][CH2:37][O:36]2.[CH2:17]1[O:18][c:19]2[cH:20][c:21]([C:22](=[O:23])[Cl:24])[cH:25][cH:26][c:27]2[O:28]1.[CH:45]([Cl:46])([Cl:47])[Cl:48].[N:1]1([CH2:6][CH2:7][O:8][c:9]2[cH:10][cH:11][c:12]([CH2:13][NH2:14])[cH:15][cH:16]2)[CH2:2][CH2:3][CH2:4][CH2:5]1.[S:41]([Cl:42])([Cl:43])=[O:44]>>[N:1]1([CH2:6][CH2:7][O:8][c:9]2[cH:10][cH:11][c:12]([CH2:13][NH:14][C:22]([c:21]3[cH:20][c:19]4[c:27]([cH:26][cH:25]3)[O:28][CH2:17][O:18]4)=[O:23])[cH:15][cH:16]2)[CH2:2][CH2:3][CH2:4][CH2:5]1. Starting materials: O=C([O-])[O-], CN(C)C=O, Cc1csc(NC(=O)c2nc(Cl)ccc2Cl)n1, [Cs+], [Cs+], [Na+], [OH-], Oc1ccccc1. Product: Cc1csc(NC(=O)c2nc(Oc3ccccc3)ccc2Cl)n1. As a reaction SMILES: [C:8](=[O:9])([O-:10])[O-:11].[CH3:33][N:34]([CH3:35])[CH:36]=[O:37].[Cl:14][c:15]1[c:16]([C:22](=[O:23])[NH:24][c:25]2[s:26][cH:27][c:28]([CH3:30])[n:29]2)[n:17][c:18]([Cl:21])[cH:19][cH:20]1.[Cs+:12].[Cs+:13].[Na+:32].[OH-:31].[OH:1][c:2]1[cH:3][cH:4][cH:5][cH:6][cH:7]1>>[O:1]([c:2]1[cH:3][cH:4][cH:5][cH:6][cH:7]1)[c:18]1[n:17][c:16]([C:22](=[O:23])[NH:24][c:25]2[s:26][cH:27][c:28]([CH3:30])[n:29]2)[c:15]([Cl:14])[cH:20][cH:19]1.